Dataset: the Open Reaction Database (ORD), a public repository of structured organic reaction records. Task: describe an organic reaction: reactants, conditions, products, and yield The reactants are ClC1=NS(C2=C(N1)C=C(S2)Cl)(=O)=O (3,6-dichloro-4H-thieno[3,2-e]-1,2,4-thiadiazine 1,1-dioxide), [C@@H](C)(CC)N ((R)-(-)-sec-butylamine). Solvent: O (water). Yields the product [C@@H](C)(CC)NC1=NS(C2=C(N1)C=C(S2)Cl)(=O)=O ((R)-3-sec-Butylamino-6-chloro-4H-thieno[3,2-e]-1,2,4-thiadiazine 1,1-dioxide). Reaction SMILES: Cl[C:2]1[NH:7][C:6]2[CH:8]=[C:9]([Cl:11])[S:10][C:5]=2[S:4](=[O:13])(=[O:12])[N:3]=1.[C@H:14]([NH2:18])([CH2:16][CH3:17])[CH3:15]>O>[C@H:14]([NH:18][C:2]1[NH:7][C:6]2[CH:8]=[C:9]([Cl:11])[S:10][C:5]=2[S:4](=[O:13])(=[O:12])[N:3]=1)([CH2:16][CH3:17])[CH3:15]. Procedure: The title compound was prepared from 3,6-dichloro-4H-thieno[3,2-e]-1,2,4-thiadiazine 1,1-dioxide and (R)-(-)-sec-butylamine by a procedure analogous to the procedure described in example 1Bb; mp 215°-220° C. (water), 1H-NMR (DMSO-d6): δ 0.88 (t. 3H), 1.11 (d, 3H), 1.48 (m, 2H), 3.69 (m, 1H), 7.07 (s, 1H), 7.14 (br. s, 1H), 10.75 (br. s, 1H). The reactants are C1(=CC=CC=C1)C=1N=C(NC1)C=1C(=NON1)N (4-(4-phenyl-1H-imidazol-2-yl)-1,2,5-oxadiazol-3-amine), [H-].[Na+] (NaH), C(C(C)C)I (Isobutyl iodide). The solvent is CN(C)C=O (DMF). The product is C(C(C)C)N1C(=NC(=C1)C1=CC=CC=C1)C=1C(=NON1)N (4-(1-Isobutyl-4-phenyl-1H-imidazol-2-yl)-1,2,5-oxadiazol-3-amine). The yield is 19.0%. Reaction SMILES: [C:1]1([C:7]2[N:8]=[C:9]([C:12]3[C:13]([NH2:17])=[N:14][O:15][N:16]=3)[NH:10][CH:11]=2)[CH:6]=[CH:5][CH:4]=[CH:3][CH:2]=1.[H-].[Na+].[CH2:20](I)[CH:21]([CH3:23])[CH3:22]>CN(C=O)C>[CH2:20]([N:10]1[CH:11]=[C:7]([C:1]2[CH:2]=[CH:3][CH:4]=[CH:5][CH:6]=2)[N:8]=[C:9]1[C:12]1[C:13]([NH2:17])=[N:14][O:15][N:16]=1)[CH:21]([CH3:23])[CH3:22] |f:1.2|. Reported procedure: Synthesis of 4-(4-phenyl-1H-imidazol-2-yl)-1,2,5-oxadiazol-3-amine (50 mg, 0.22 mmol) was dissolved in DMF and NaH (15 mg, 0.7 mmol) was added. The reaction mixture became dark red. Isobutyl iodide (60 mg, 0.33 mmol) was added and the reaction mixture heated to 120 CC in the microwave for 5 minutes. The reaction mixture was concentrated to an oil which was purified by RPHPLC (CH3CN/H2O, 0.1% TFA) to give the product, 12 mg, 0.042 mmol, 19% yield. HPLC Method B Rt 4.50 min, MH+ 284.30. 1H NMR (50... Reactants: CS(C)=O, COc1cc(Nc2c(C#N)cnc3cc(Cl)c([N+](=O)[O-])cc23)cc(OC)c1OC, [N-]=[N+]=[N-], [Na+], O. The product is COc1cc(Nc2c(C#N)cnc3cc(N=[N+]=[N-])c([N+](=O)[O-])cc23)cc(OC)c1OC. Reaction SMILES: [CH3:35][S:36]([CH3:37])=[O:38].[Cl:1][c:2]1[c:3]([N+:27](=[O:28])[O-:29])[cH:4][c:5]2[c:6]([NH:14][c:15]3[cH:16][c:17]([O:25][CH3:26])[c:18]([O:23][CH3:24])[c:19]([O:21][CH3:22])[cH:20]3)[c:7]([C:12]#[N:13])[cH:8][n:9][c:10]2[cH:11]1.[N-:31]=[N+:32]=[N-:33].[Na+:30].[OH2:34]>>[c:2]1([N:31]=[N+:32]=[N-:33])[c:3]([N+:27](=[O:28])[O-:29])[cH:4][c:5]2[c:6]([NH:14][c:15]3[cH:16][c:17]([O:25][CH3:26])[c:18]([O:23][CH3:24])[c:19]([O:21][CH3:22])[cH:20]3)[c:7]([C:12]#[N:13])[cH:8][n:9][c:10]2[cH:11]1. Reactants: P(O)(=O)(OP(=O)(O)OP(=O)(O)O)OC[C@@H]1[C@H](C[C@@H](CO1)N1C(=O)NC(=O)C=C1)O (1,5-Anhydro-2-(uracil-1yl)-2,3-dideoxy-D-arabino-hexitol 6 triphosphate), mercury II acetate, C(C)(=O)O.C(C=C)N (allylamine acetate), C(C)(=O)O (acetic acid), dipotassium. Solvent: O (water), C(C)(=O)[O-].[Na+] (sodium acetate). Run at temperature 50 celsius, time 4 hour. Product: P(O)(=O)(OP(=O)(O)OP(=O)(O)O)OC[C@@H]1[C@H](C[C@@H](CO1)N1C(=O)NC(=O)C(=C1)CC=CN)O (1,5-Anhydro-2-(5-aminoallyl-uracil-1yl)-2,3-dideoxy-D-arabino-hexitol 6 triphosphate). RXN SMILES: [P:1]([O:13][CH2:14][C@H:15]1[O:20][CH2:19][C@@H:18]([N:21]2[CH:28]=[CH:27][C:25](=[O:26])[NH:24][C:22]2=[O:23])[CH2:17][C@@H:16]1[OH:29])([O:4][P:5]([O:8][P:9]([OH:12])([OH:11])=[O:10])([OH:7])=[O:6])(=[O:3])[OH:2].C(O)(=O)C.[CH2:34]([NH2:37])[CH:35]=[CH2:36].C(O)(=O)C>C([O-])(=O)C.[Na+].O>[P:1]([O:13][CH2:14][C@H:15]1[O:20][CH2:19][C@@H:18]([N:21]2[CH:28]=[C:27]([CH2:36][CH:35]=[CH:34][NH2:37])[C:25](=[O:26])[NH:24][C:22]2=[O:23])[CH2:17][C@@H:16]1[OH:29])([O:4][P:5]([O:8][P:9]([OH:11])([OH:12])=[O:10])([OH:7])=[O:6])(=[O:2])[OH:3] |f:1.2,4.5|. Reported procedure: 100 mg (0.19 mmol)of 1,5-Anhydro-2-(uracil-1yl)-2,3-dideoxy-D-arabino-hexitol 6 triphosphate and 106 mg (0.33 mmol) mercury II acetate were dissolved in 5 ml 0.1 M sodium acetate buffer pH5 The mixture was stirred for 4 h at 50° C. after cooling to room temperature the mixture was diluted with 40 ml water. A freshly prepared allylamine acetate solution. (0.77 ml (13 mmol) were neutralized with 4M acetic acid) and 150 mg (1.5 mmol) dipotassium tetrachloropalladinate were added and the mixture was... Reactants: C1(CC1)C=1N(C(=C(N1)N1C(=CC=C1C)C)C(=O)OC)CC1=CC=C(C=C1)C1=C(C=CC=C1)C1=NN=NN1 (methyl 2-cyclopropyl-4-(2,5 dimethyl-1H-pyrrol-1-yl)-1 [(2'-(1H-tetrazol-5-yl)biphen-4-yl)methyl]-1H-imidazole-5-carboxylate), C[Si]([O-])(C)C.[K+] (potassium trimethylsilanolate). The solvent is C1CCOC1 (THF). Run at time 20 hour. Yields the product title compound, C1(CC1)C=1N(C(=C(N1)N1C(=CC=C1C)C)C(=O)O)CC1=CC=C(C=C1)C1=C(C=CC=C1)C1=NN=NN1 (2-cyclopropyl-4-(2,5-dimethyl-1H-pyrrol-1-yl)-1-[(2'-(1H-tetrazol-5-yl)biphen-4-yl)methyl]-1H-imidazole-5-carboxylic acid). Reaction SMILES: [CH:1]1([C:4]2[N:5]([CH2:20][C:21]3[CH:26]=[CH:25][C:24]([C:27]4[CH:32]=[CH:31][CH:30]=[CH:29][C:28]=4[C:33]4[NH:37][N:36]=[N:35][N:34]=4)=[CH:23][CH:22]=3)[C:6]([C:16]([O:18]C)=[O:17])=[C:7]([N:9]3[C:13]([CH3:14])=[CH:12][CH:11]=[C:10]3[CH3:15])[N:8]=2)[CH2:3][CH2:2]1.C[Si](C)(C)[O-].[K+]>C1COCC1>[CH:1]1([C:4]2[N:5]([CH2:20][C:21]3[CH:26]=[CH:25][C:24]([C:27]4[CH:32]=[CH:31][CH:30]=[CH:29][C:28]=4[C:33]4[NH:37][N:36]=[N:35][N:34]=4)=[CH:23][CH:22]=3)[C:6]([C:16]([OH:18])=[O:17])=[C:7]([N:9]3[C:10]([CH3:15])=[CH:11][CH:12]=[C:13]3[CH3:14])[N:8]=2)[CH2:2][CH2:3]1 |f:1.2|. Procedure: To a solution of methyl 2-cyclopropyl-4-(2,5 dimethyl-1H-pyrrol-1-yl)-1 [(2'-(1H-tetrazol-5-yl)biphen-4-yl)methyl]-1H-imidazole-5-carboxylate (Example 42, 1.91 g) in anhydrous THF was added potassium trimethylsilanolate (1.57 g) and the mixture stirred at ambient temperature for 20 hours. The solvent was removed under reduced pressure and the residue taken up in water (25 mL). The aqueous solution was filtered and extracted with ethyl acetate. The aqueous layer was acidified to pH 4.5 with 1N HC... Reactants: C1CCNCC1, CNS(=O)(=O)c1ccc2c(c1)CC(=O)N2, CCO, O=Cc1[nH]cc2c1CCNC2=O. The product is CNS(=O)(=O)c1ccc2c(c1)C(=Cc1[nH]cc3c1CCNC3=O)C(=O)N2. As a reaction SMILES: [CH2:28]1[CH2:29][CH2:30][NH:31][CH2:32][CH2:33]1.[CH3:1][NH:2][S:3](=[O:4])(=[O:5])[c:6]1[cH:7][c:8]2[c:12]([cH:13][cH:14]1)[NH:11][C:10](=[O:15])[CH2:9]2.[CH3:34][CH2:35][OH:36].[O:16]=[C:17]1[NH:18][CH2:19][CH2:20][c:21]2[c:22]1[cH:23][nH:24][c:25]2[CH:26]=[O:27]>>[CH3:1][NH:2][S:3](=[O:4])(=[O:5])[c:6]1[cH:7][c:8]2[c:12]([cH:13][cH:14]1)[NH:11][C:10](=[O:15])[C:9]2=[CH:26][c:25]1[c:21]2[c:22]([cH:23][nH:24]1)[C:17](=[O:16])[NH:18][CH2:19][CH2:20]2. Starting materials: C1(=CC=CC=C1)C1CCC(CC1)CO (4-phenyl-cyclohexylmethylalcohol), C1(=CC=C(C=C1)S(=O)(=O)Cl)C (p-toluenesulfonic acid chloride). Run in C1(=CC=CC=C1)C (toluene), N1=CC=CC=C1 (pyridine). Conditions: temperature 5 celsius, time 4 hour. Yields the product C1(=CC=CC=C1)[C@@H]1CC[C@H](CC1)COS(=O)(=O)C1=CC=C(C=C1)C (p-toluenesulfonic acid (trans-4-phenylcyclohexylmethyl) ester). Yield: 85.0%. RXN SMILES: [C:1]1([CH:7]2[CH2:12][CH2:11][CH:10]([CH2:13][OH:14])[CH2:9][CH2:8]2)[CH:6]=[CH:5][CH:4]=[CH:3][CH:2]=1.[C:15]1([CH3:25])[CH:20]=[CH:19][C:18]([S:21](Cl)(=[O:23])=[O:22])=[CH:17][CH:16]=1>N1C=CC=CC=1.C1(C)C=CC=CC=1>[C:1]1([C@H:7]2[CH2:12][CH2:11][C@H:10]([CH2:13][O:14][S:21]([C:18]3[CH:19]=[CH:20][C:15]([CH3:25])=[CH:16][CH:17]=3)(=[O:23])=[O:22])[CH2:9][CH2:8]2)[CH:6]=[CH:5][CH:4]=[CH:3][CH:2]=1. Procedure: The compound (III) (50 g, 0.268 mol) obtained in the first step was dissolved in dry pyridine (110 ml) and the solution was cooled to 5° C. or lower. To this solution was dropwise added a solution of p-toluenesulfonic acid chloride (50.1 g, 0.263 mol) dissolved in dry toluene (70 ml), in small portions through a dropping funnel so that the reaction temperature did not exceed 10° C. After completion of the dropwise addition, the cooling bath was removed and the reaction mixture was agitated at ro... Reactants: N#Cc1ccc(C=O)cc1, CCCCCC(CO)C(C)O, Cc1ccc(S(=O)(=O)O)cc1, c1ccccc1. Yields the product CCCCCC1COC(c2ccc(C#N)cc2)OC1C. RXN SMILES: [C:1](#[N:2])[c:3]1[cH:4][cH:5][c:6]([CH:7]=[O:8])[cH:9][cH:10]1.[OH:11][CH2:12][CH:13]([CH:14]([CH3:15])[OH:16])[CH2:17][CH2:18][CH2:19][CH2:20][CH3:21].[c:22]1([CH3:23])[cH:24][cH:25][c:26]([S:27]([OH:28])(=[O:29])=[O:30])[cH:31][cH:32]1.[cH:33]1[cH:34][cH:35][cH:36][cH:37][cH:38]1>>[C:1](#[N:2])[c:3]1[cH:4][cH:5][c:6]([CH:7]2[O:8][CH2:12][CH:13]([CH2:17][CH2:18][CH2:19][CH2:20][CH3:21])[CH:14]([CH3:15])[O:16]2)[cH:9][cH:10]1. Starting materials: FC1=C(C=CC(=C1)F)NC1=CC(=C(C=C1)C(=O)C1=C(C=CC(=C1)N1N=NC(=C1)CCO)C)C ([4-(2,4-Difluoro-phenylamino)-2-methyl-phenyl]-{5-[4-(2-hydroxy-ethyl)-[1,2,3]triazol-1-yl]-2-methyl-phenyl}-methanone), BrC1=CC(=C(C=C1)C(=O)C1=C(C=CC(=C1)N1N=NC(=C1)CCO)C)C ((4-Bromo-2-methyl-phenyl)-{5-[4-(2-hydroxy-ethyl)-[1,2,3]triazol-1-yl]-2-methyl-phenyl}-methanone), FC=1C=C(C=CC1F)N (3,4-difluoro-phenylamine). The product is FC=1C=C(C=CC1F)NC1=CC(=C(C=C1)C(=O)C1=C(C=CC(=C1)N1N=NC(=C1)CCO)C)C ([4-(3,4-Difluoro-phenylamino)-2-methyl-phenyl]-{5-[4-(2-hydroxy-ethyl)-[1,2,3]triazol-1-yl]-2-methyl-phenyl}-methanone). RXN SMILES: F[C:2]1[CH:7]=[C:6]([F:8])[CH:5]=[CH:4][C:3]=1[NH:9][C:10]1[CH:15]=[CH:14][C:13]([C:16]([C:18]2[CH:23]=[C:22]([N:24]3[CH:28]=[C:27]([CH2:29][CH2:30][OH:31])[N:26]=[N:25]3)[CH:21]=[CH:20][C:19]=2[CH3:32])=[O:17])=[C:12]([CH3:33])[CH:11]=1.BrC1C=CC(C(C2C=C(N3C=C(CCO)N=N3)C=CC=2C)=O)=C(C)C=1.[F:59]C1C=C(N)C=CC=1F>>[F:59][C:5]1[CH:4]=[C:3]([NH:9][C:10]2[CH:15]=[CH:14][C:13]([C:16]([C:18]3[CH:23]=[C:22]([N:24]4[CH:28]=[C:27]([CH2:29][CH2:30][OH:31])[N:26]=[N:25]4)[CH:21]=[CH:20][C:19]=3[CH3:32])=[O:17])=[C:12]([CH3:33])[CH:11]=2)[CH:2]=[CH:7][C:6]=1[F:8]. Reported procedure: The reaction was carried out similarly as described in the preparation of compound 148, using compound 452 (0.13 mmol) and 3,4-difluoro-phenylamine (0.13 mmol). The crude product was purified by continuous gradient flash chromatography using MeOH/DCM/petroleum ether (40-60) 0:50:50, 0:100:0 and 5:95:0 as the eluent to afford the title compound as yellow solid. 13C NMR (DMSO-d6) δ 196.4, 149.6 (dd), 147.5, 145.7, 144.7 (dd), 142.3, 142.2, 138.4 (dd), 135.3, 135.2, 134.4, 132.1, 127.0, 120.7, 120....